Dataset: the Open Reaction Database (ORD), a public repository of structured organic reaction records. Task: describe an organic reaction: reactants, conditions, products, and yield Starting materials: C([O-])([O-])=O.[K+].[K+] (potassium carbonate), [I-].[K+] (potassium iodide), FC1=C(OC2CCNCC2)C(=C(C(=C1F)F)F)F (4-(2,3,4,5,6-pentafluorophenoxy)piperidine), ClCCCN1CCN(CC1)C1=C(C=CC=C1)OC (1-(3-chloropropyl)-4-(2-methoxyphenyl)piperazine). Solvent: CN(C=O)C (dimethylformamide), CN(C=O)C (dimethylformamide), O (water). Reaction conditions: temperature 75 celsius, time 7 hour. Yields the product COC1=C(C=CC=C1)N1CCN(CC1)CCCN1CCC(CC1)OC1=C(C(=C(C(=C1F)F)F)F)F (1-{3-[4-(2-methoxyphenyl)piperazin-1-yl]propyl}-4-(2,3,4,5,6-pentafluorophenoxy)piperidine). Isolated yield 51.4%. As a reaction SMILES: C(=O)([O-])[O-].[K+].[K+].[I-].[K+].[F:9][C:10]1[C:22]([F:23])=[C:21]([F:24])[C:20]([F:25])=[C:19]([F:26])[C:11]=1[O:12][CH:13]1[CH2:18][CH2:17][NH:16][CH2:15][CH2:14]1.Cl[CH2:28][CH2:29][CH2:30][N:31]1[CH2:36][CH2:35][N:34]([C:37]2[CH:42]=[CH:41][CH:40]=[CH:39][C:38]=2[O:43][CH3:44])[CH2:33][CH2:32]1>CN(C)C=O.O>[CH3:44][O:43][C:38]1[CH:39]=[CH:40][CH:41]=[CH:42][C:37]=1[N:34]1[CH2:33][CH2:32][N:31]([CH2:30][CH2:29][CH2:28][N:16]2[CH2:17][CH2:18][CH:13]([O:12][C:11]3[C:19]([F:26])=[C:20]([F:25])[C:21]([F:24])=[C:22]([F:23])[C:10]=3[F:9])[CH2:14][CH2:15]2)[CH2:36][CH2:35]1 |f:0.1.2,3.4|. Reported procedure: A mixture of 10 g of potassium carbonate, 0.18 g of potassium iodide, 4.0 g of 4-(2,3,4,5,6-pentafluorophenoxy)piperidine and 50 ml of dimethylformamide was treated with a solution of 4.56 g of 1-(3-chloropropyl)-4-(2-methoxyphenyl)piperazine in 25 ml dimethylformamide and stirred for seven hours at 75° C. After cooling to room temperature, the reaction mixture was poured into water and extracted with ethyl acetate. The organic layer was washed with water followed by a saturated sodium chloride ... The reactants are [OH-].[Na+] (sodium hydroxide), BrC=1C=C2C(C(NC2=CC1)=O)=O (5-bromoisatin), BrC=1C=C2C(C(NC2=CC1)=O)=O (5-bromoisatin), Cl.NCC(=O)C1=CC=C(C=C1)C1=CC=CC=C1 (2-amino-4'-phenylacetophenone hydrochloride), C(C)O (ethanol). The solvent is O (water), O (water), O (water), O1CCCC1 (tetrahydrofuran). Conditions: temperature 90 celsius, time 1 hour. Product: NC=1C(=NC2=CC=C(C=C2C1C(=O)O)Br)C1=CC=C(C=C1)C1=CC=CC=C1 (3-amino-2-[1,1'-biphenyl]-4-yl-6-bromo-4-quinolinecarboxylic acid). Reaction SMILES: [Br:1][C:2]1[CH:3]=[C:4]2[C:8](=[CH:9][CH:10]=1)[NH:7][C:6](=[O:11])[C:5]2=O.[OH-].[Na+].Cl.[NH2:16][CH2:17][C:18]([C:20]1[CH:25]=[CH:24][C:23]([C:26]2[CH:31]=[CH:30][CH:29]=[CH:28][CH:27]=2)=[CH:22][CH:21]=1)=O.C([OH:34])C>O.O1CCCC1>[NH2:16][C:17]1[C:18]([C:20]2[CH:25]=[CH:24][C:23]([C:26]3[CH:31]=[CH:30][CH:29]=[CH:28][CH:27]=3)=[CH:22][CH:21]=2)=[N:7][C:8]2[C:4]([C:5]=1[C:6]([OH:11])=[O:34])=[CH:3][C:2]([Br:1])=[CH:10][CH:9]=2 |f:1.2,3.4|. Procedure details: A 5.0 g portion of 5-bromoisatin was suspended in 25 ml of water in a three-necked 1 liter flask equipped with a reflux oondenser and addition funnel. A solution of 4.36 g of sodium hydroxide in 20 ml of water was added and the mixture heated to 90° C. A solution of 9.9 g of 2-amino-4'-phenylacetophenone hydrochloride in 200 ml of a 50:50 mixture of ethanol:water was warmed slightly, then 100 ml of tetrahydrofuran was added to effect solution. This solution was added dropwise to the hot 5-bromoi... Reactants: N1=CC=CC2=CC=CC=C12 (Quinoline), C(=O)([O-])[O-].[Cs+].[Cs+] (Cs2CO3), ClCC1=CC=C(C=C1)S(=O)(=O)C (1-chloromethyl-4-methanesulfonyl-benzene). The solvent is CC(=O)C (acetone), O (water). Conditions: time 2 day. The product is C(C)(C)C=1C=C2C=CC=NC2=C(C1)C1=CC(=CC=C1)OCC1=CC=C(C=C1)S(=O)(=O)C (6-Isopropyl-8-[3-(4-methanesulfonyl-benzyloxy)-phenyl]-quinoline). RXN SMILES: [N:1]1[C:10]2[C:5](=[CH:6][CH:7]=[CH:8][CH:9]=2)[CH:4]=[CH:3][CH:2]=1.[C:11]([O-:14])([O-])=O.[Cs+].[Cs+].Cl[CH2:18][C:19]1[CH:24]=[CH:23][C:22]([S:25]([CH3:28])(=[O:27])=[O:26])=[CH:21][CH:20]=1>CC(C)=O.O>[CH:8]([C:7]1[CH:6]=[C:5]2[C:10](=[C:9]([C:3]3[CH:4]=[CH:5][CH:6]=[C:11]([O:14][CH2:18][C:19]4[CH:24]=[CH:23][C:22]([S:25]([CH3:28])(=[O:27])=[O:26])=[CH:21][CH:20]=4)[CH:2]=3)[CH:8]=1)[N:1]=[CH:2][CH:3]=[CH:4]2)([CH3:9])[CH3:7] |f:1.2.3|. Procedure: To a solution of Quinoline 2 (1.0 eq) in acetone (0.2M) was added Cs2CO3 (1.5 eq) and 1-chloromethyl-4-methanesulfonyl-benzene (1.5 eq). The resulting mixture was stirred 2 days at room temperature, poured in water and extracted with Et2O (2×). The combined organic extracts were washed with brine, dried over MgSO4, filtered and concentrated. Flash chromatography (Hex:EtOAc; 9:1 to 1:9 in 15 min) afforded the title compound as a white solid. Starting materials: CCO, CO, COCCc1nc2c(N)nc3cc(OCc4cccc([N+](=O)[O-])c4)ccc3c2n1CC(C)(C)O, [Pt]. Product: COCCc1nc2c(N)nc3cc(OCc4cccc(N)c4)ccc3c2n1CC(C)(C)O. Reaction SMILES: [CH3:35][CH2:36][OH:37].[CH3:39][OH:40].[NH2:1][c:2]1[n:3][c:4]2[cH:5][c:6]([O:24][CH2:25][c:26]3[cH:27][c:28]([N+:32]([O-:33])=[O:34])[cH:29][cH:30][cH:31]3)[cH:7][cH:8][c:9]2[c:10]2[c:11]1[n:12][c:13]([CH2:20][CH2:21][O:22][CH3:23])[n:14]2[CH2:15][C:16]([CH3:17])([OH:18])[CH3:19].[Pt:38]>>[NH2:1][c:2]1[n:3][c:4]2[cH:5][c:6]([O:24][CH2:25][c:26]3[cH:27][c:28]([NH2:32])[cH:29][cH:30][cH:31]3)[cH:7][cH:8][c:9]2[c:10]2[c:11]1[n:12][c:13]([CH2:20][CH2:21][O:22][CH3:23])[n:14]2[CH2:15][C:16]([CH3:17])([OH:18])[CH3:19]. Starting materials: C1(=CC=CC=C1)COC(=O)N[C@@H](CC1=CNC2=CC=CC=C12)C(=O)O (N-[(phenylmethoxy)carbonyl]-L-tryptophan), C(=O)([O-])[O-].[K+].[K+] (K2CO3), C(C)(C)(C)Br (tert-butyl bromide). The reagents and catalysts are [Cl-].C(C1=CC=CC=C1)[N+](CC)(CC)CC (benzyltriethylammonium chloride). The solvent is CC(=O)N(C)C (dimethylacetamide), O (H2O). Conditions: temperature 550 celsius, time 19 hour. Product: CC(C)(C)OC([C@@H](NC(=O)OCC1=CC=CC=C1)CC1=CNC2=CC=CC=C12)=O (N-[(phenylmethoxy)carbonyl]-L-tryptophan 1,1-dimethylethyl ester). The yield is 92.8%. RXN SMILES: [C:1]1([CH2:7][O:8][C:9]([NH:11][C@H:12]([C:23]([OH:25])=[O:24])[CH2:13][C:14]2[C:22]3[C:17](=[CH:18][CH:19]=[CH:20][CH:21]=3)[NH:16][CH:15]=2)=[O:10])[CH:6]=[CH:5][CH:4]=[CH:3][CH:2]=1.C([O-])([O-])=O.[K+].[K+].[C:32](Br)([CH3:35])([CH3:34])[CH3:33]>[Cl-].C([N+](CC)(CC)CC)C1C=CC=CC=1.CC(N(C)C)=O.O>[CH3:33][C:32]([O:24][C:23](=[O:25])[C@H:12]([CH2:13][C:14]1[C:22]2[C:17](=[CH:18][CH:19]=[CH:20][CH:21]=2)[NH:16][CH:15]=1)[NH:11][C:9]([O:8][CH2:7][C:1]1[CH:6]=[CH:5][CH:4]=[CH:3][CH:2]=1)=[O:10])([CH3:35])[CH3:34] |f:1.2.3,5.6|. Procedure: Into a suspension of N-[(phenylmethoxy)carbonyl]-L-tryptophan (33.27 g; 98.32 mmol), benzyltriethylammonium chloride (BTEAC) (22.4 g; 98.32 mmol) and K2CO3 (176.91 g; 1.28 mol) in dimethylacetamide (750 mL), tert-butyl bromide (265 mL; 2.36 mol) was dropped. The solution was heated to 550° C. and maintained under vigorous stirring for 19 h. The reaction was monitored by HPLC (Chromatographic method of Example 3, A)). The solution was cooled to r.t., diluted with H2O (3 L) and then extracted with... Solvent: COCCOC (1,2-dimethoxyethane). As a reaction SMILES: C(Cl)Cl.I[C:5]1[CH:6]=[C:7]([CH:10]=[CH:11][CH:12]=1)[C:8]#[N:9].C[O:14][C:15]1[CH:20]=[CH:19][C:18](B(O)O)=[CH:17][CH:16]=1.[F-].[Cs+]>C1C=CC(P(C2C=CC=CC=2)[C-]2C=CC=C2)=CC=1.C1C=CC(P(C2C=CC=CC=2)[C-]2C=CC=C2)=CC=1.Cl[Pd]Cl.[Fe+2].COCCOC>[C:8]([C:7]1[CH:6]=[C:5]([C:18]2[CH:19]=[CH:20][C:15]([OH:14])=[CH:16][CH:17]=2)[CH:12]=[CH:11][CH:10]=1)#[N:9] |f:3.4,5.6.7.8|. The reactants are C(Cl)Cl (CH2Cl2), IC=1C=C(C#N)C=CC1 (3-iodobenzonitrile), COC1=CC=C(C=C1)B(O)O (4-methoxyphenylboronic acid), [F-].[Cs+] (cesium fluoride). Reagents/catalysts: C1=CC=C(C=C1)P([C-]2C=CC=C2)C3=CC=CC=C3.C1=CC=C(C=C1)P([C-]2C=CC=C2)C3=CC=CC=C3.Cl[Pd]Cl.[Fe+2] ([1,1′-Bis(diphenylphosphino)ferrocene]dichloropalladium). The yield is 619.2%. Reported procedure: A 250 mL flask was charged with 2.21 g (2.7 mmol) [1,1′-Bis(diphenylphosphino)ferrocene]dichloropalladium (II).CH2Cl2 and 6.26 g (2.73 mmol) 3-iodobenzonitrile, 6.0 g (3.95 mmol) 4-methoxyphenylboronic acid and 12.45 g (8.20 mmol) cesium fluoride added as solids followed by addition of 180 mL 1,2-dimethoxyethane. The flask was flushed with N2 and the suspension heated to reflux which was maintained for 3 hours. the cooled reaction mixture was filtered through a pad of 300 g flash silica gel and ... Yields the product C(#N)C=1C=C(C=CC1)C1=CC=C(C=C1)O (3′-cyano-4-hydroxy biphenyl).